From a dataset of the Open Reaction Database (ORD), a public repository of structured organic reaction records. describe an organic reaction: reactants, conditions, products, and yield The reactants are ClS(=O)(=O)CC(=O)OCC (ethyl chlorosulfonylacetate), C(O)([O-])=O.[Na+] (sodium hydrogen carbonate), ClS(=O)(=O)CC(=O)OCC (Ethyl chlorosulfonylacetate), NC=1C=CC2=C(C(CC3(CCN(CC3)CCC=3C=CC=4C(=NON4)C3)O2)=O)C1 (6-amino-3,4-dihydro-1'-[2-(benzofurazan-5-yl)-ethyl]-spiro[(2H)-1-benzopyran-2,4'-piperidine]-4-one), N1=CC=CC=C1 (pyridine), CN(C)C=O (DMF), CN(C)C=O (DMF), Cl (HCl). The solvent is C(C)(=O)OCC (ethyl acetate). Conditions: time 4 hour. Yields the product Cl.C(C)(=O)OS(=O)(=O)N(C=1C=CC2=C(C(CC3(CCN(CC3)CCC=3C=CC=4C(=NON4)C3)O2)=O)C1)CC (Ethyl[(3,4-dihydro-1'-[2-(benzofurazan-5-yl)ethyl]-4-oxo-spiro[(2H)-1-benzopyran-2,4'-piperidine]-6-yl)amino]sulfonyl acetate hydrochloride). The yield is 61.0%. RXN SMILES: [Cl:1][S:2](CC(OCC)=O)(=[O:4])=[O:3].[NH2:11][C:12]1[CH:13]=[CH:14][C:15]2[O:36][C:19]3([CH2:24][CH2:23][N:22]([CH2:25][CH2:26][C:27]4[CH:28]=[CH:29][C:30]5[C:31]([CH:35]=4)=[N:32][O:33][N:34]=5)[CH2:21][CH2:20]3)[CH2:18][C:17](=[O:37])[C:16]=2[CH:38]=1.N1[CH:44]=[CH:43]C=CC=1.[C:45](=[O:48])([O-])[OH:46].[Na+].Cl.[CH3:51]N(C=O)C>C(OCC)(=O)C>[ClH:1].[C:45]([O:46][S:2]([N:11]([CH2:43][CH3:44])[C:12]1[CH:13]=[CH:14][C:15]2[O:36][C:19]3([CH2:20][CH2:21][N:22]([CH2:25][CH2:26][C:27]4[CH:28]=[CH:29][C:30]5[C:31]([CH:35]=4)=[N:32][O:33][N:34]=5)[CH2:23][CH2:24]3)[CH2:18][C:17](=[O:37])[C:16]=2[CH:38]=1)(=[O:4])=[O:3])(=[O:48])[CH3:51] |f:3.4,8.9|. Reported procedure: Ethyl chlorosulfonylacetate (140 mg, 0.75 mmol) in DMF (1 ml) was added dropwise to a stirred solution of 6-amino-3,4-dihydro-1'-[2-(benzofurazan-5-yl)-ethyl]-spiro[(2H)-1-benzopyran-2,4'-piperidine]-4-one (189 mg, 0.5 mmol) and pyridine (40 mg, 3 mmol) in DMF (5 ml). The mixture was stirred for 4 hours, then additional ethyl chlorosulfonylacetate (46 mg, 0.25 mmol) was added. The mixture was stirred for 1 hour, poured into aqueous sodium hydrogen carbonate (saturated, 25 ml) and extracted with ...